From a dataset of the Open Reaction Database (ORD), a public repository of structured organic reaction records. describe an organic reaction: reactants, conditions, products, and yield Starting materials: COC=1C=C(C(=O)O)C=CC1OC (3,4-dimethoxybenzoic acid), S(=O)(Cl)Cl (thionyl chloride), CN(CCOC1=CC=C(CN)C=C1)C (4-[2-(dimethylamino)ethoxy]benzylamine), COC=1C=C(C(=O)Cl)C=CC1OC (3,4-dimethoxybenzoyl chloride), Cl (hydrochloric acid). Solvent: C1(=CC=CC=C1)C (toluene), C1(=CC=CC=C1)C (toluene), O (water). Yields the product CN(CCOC1=CC=C(CNC(C2=CC(=C(C=C2)OC)OC)=O)C=C1)C (N-[4-[2-(Dimethylamino)ethoxy]benzyl]-3,4-dimethoxybenzamide). RXN SMILES: [CH3:1][N:2]([CH3:14])[CH2:3][CH2:4][O:5][C:6]1[CH:13]=[CH:12][C:9]([CH2:10][NH2:11])=[CH:8][CH:7]=1.[CH3:15][O:16][C:17]1[CH:18]=[C:19]([CH:23]=[CH:24][C:25]=1[O:26][CH3:27])[C:20](Cl)=[O:21].COC1C=C(C=CC=1OC)C(O)=O.S(Cl)(Cl)=O.Cl>C1(C)C=CC=CC=1.O>[CH3:1][N:2]([CH3:14])[CH2:3][CH2:4][O:5][C:6]1[CH:13]=[CH:12][C:9]([CH2:10][NH:11][C:20](=[O:21])[C:19]2[CH:23]=[CH:24][C:25]([O:26][CH3:27])=[C:17]([O:16][CH3:15])[CH:18]=2)=[CH:8][CH:7]=1. Procedure details: To a cooled solution of 20.0 g of 4-[2-(dimethylamino)ethoxy]benzylamine in 60 ml of toluene was added a solution of 21.7 g of 3,4-dimethoxybenzoyl chloride (which was prepared with 19.7 g of 3,4-dimethoxybenzoic acid and 38.5 g of thionyl chloride in the usual manner) in 60 ml of toluene with stirring. The mixture was stirred at room temperature for 30 minutes. To the mixture was added 120 ml of water and 1 ml of concentrated hydrochloric acid. The aqueous layer was separated, washed with 20 ml... Reactants: C(C)(=O)OCC (ethyl acetate), [N+](=O)([O-])C1=C(OCCC#N)C=CC=C1 (3-(2-nitrophenoxy)propanenitrile), [H][H] (hydrogen). The reagents and catalysts are [Pd] (palladium). Run at time 4 hour. Yields the product NC1=C(OCCC#N)C=CC=C1 (3-(2-aminophenoxy)propanenitrile). Isolated yield 98.0%. RXN SMILES: C(OCC)(=O)C.[N+:7]([C:10]1[CH:20]=[CH:19][CH:18]=[CH:17][C:11]=1[O:12][CH2:13][CH2:14][C:15]#[N:16])([O-])=O.[H][H]>[Pd]>[NH2:7][C:10]1[CH:20]=[CH:19][CH:18]=[CH:17][C:11]=1[O:12][CH2:13][CH2:14][C:15]#[N:16]. Reported procedure: To palladium (0.00748 g, 0.0702 mmol) in a 50 mL flask with stirbar was added ethyl acetate (11.7 g, 133 mmol) under nitrogen, and then nitrile 83 (0.675 g, 3.51 mmol) was added (FIG. 18). The flask was fitted with a balloon containing hydrogen, and the nitrogen inlet was removed. The reaction was stirred vigorously for 4 hours, and then was filtered through celite, washing with ethyl acetate. The product 84 required no further purification, 98% yield. 1H NMR (500 MHz, CDCl3) δ 6.85-6.77 (m, 1H)... The reactants are NC1CCOCC1 (4-aminotetrahydropyran), CN1N=NC(=C1COC1=CC=C(N=N1)C(=O)O)C1=NC=CC=C1 (6-(3-methyl-5-pyridin-2-yl-3H-[1,2,3]triazol-4-ylmethoxy)-pyridazine-3-carboxylic acid), CN(C)C(=[N+](C)C)ON1C2=C(C=CC=C2)N=N1.[B-](F)(F)(F)F (TBTU), CCN(C(C)C)C(C)C (DIPEA). The solvent is CN(C)C=O (DMF). Run at time 16 hour. The product is O1CCC(CC1)NC(=O)C=1N=NC(=CC1)OCC=1N(N=NC1C1=NC=CC=C1)C (6-(3-Methyl-5-pyridin-2-yl-3H-[1,2,3]triazol-4-ylmethoxy)-pyridazine-3-carboxylic acid (tetrahydro-pyran-4-yl)-amide). Yield: 82.4%. As a reaction SMILES: [CH3:1][N:2]1[C:6]([CH2:7][O:8][C:9]2[N:14]=[N:13][C:12]([C:15]([OH:17])=O)=[CH:11][CH:10]=2)=[C:5]([C:18]2[CH:23]=[CH:22][CH:21]=[CH:20][N:19]=2)[N:4]=[N:3]1.CN(C(ON1N=NC2C=CC=CC1=2)=[N+](C)C)C.[B-](F)(F)(F)F.CCN(C(C)C)C(C)C.[NH2:55][CH:56]1[CH2:61][CH2:60][O:59][CH2:58][CH2:57]1>CN(C=O)C>[O:59]1[CH2:60][CH2:61][CH:56]([NH:55][C:15]([C:12]2[N:13]=[N:14][C:9]([O:8][CH2:7][C:6]3[N:2]([CH3:1])[N:3]=[N:4][C:5]=3[C:18]3[CH:23]=[CH:22][CH:21]=[CH:20][N:19]=3)=[CH:10][CH:11]=2)=[O:17])[CH2:57][CH2:58]1 |f:1.2|. Procedure details: To a solution of 6-(3-methyl-5-pyridin-2-yl-3H-[1,2,3]triazol-4-ylmethoxy)-pyridazine-3-carboxylic acid (98 mg, 0.31 mmol) and TBTU (111 mg, 0.35 mmol) in DMF (2 mL) was added DIPEA (270 μL, 1.57 mmol). Then 4-aminotetrahydropyran (35 mg, 0.35 mmol) was added and the mixture was stirred at room temperature under Ar for 16 h. The mixture was then evaporated and purification by chromatography (silica, 50 to 100% ethyl acetate in heptane) afforded the title compound (101 mg, 81%) as an off white so... Starting materials: Cc1ccccc1, CCOC(=O)CC(=O)CC1OC(C)(C)OC1=O, C[O-], Cl, [Na+]. The product is CCOC(=O)CC(=O)CC(O)C(=O)OC. Reaction SMILES: [CH3:19][c:20]1[cH:21][cH:22][cH:23][cH:24][cH:25]1.[CH3:1][C:2]1([CH3:17])[O:3][C:4](=[O:16])[CH:5]([CH2:7][C:8]([CH2:9][C:10](=[O:11])[O:12][CH2:13][CH3:14])=[O:15])[O:6]1.[CH3:26][O-:27].[ClH:18].[Na+:28]>>[CH3:2][O:3][C:4]([CH:5]([OH:6])[CH2:7][C:8]([CH2:9][C:10](=[O:11])[O:12][CH2:13][CH3:14])=[O:15])=[O:16]. Starting materials: Cl.COC1=C(C=C(C#N)C=C1)OC1CCNCC1 (4-Methoxy-3-(piperidin-4-yloxy)benzonitrile hydrochloride salt), O (water), ClCC(=O)NC (2-chloro-N-methylacetamide), C([O-])([O-])=O.[K+].[K+] (potassium carbonate). The solvent is C(C)#N (acetonitrile). Reaction conditions: temperature 20 celsius. The product is C(#N)C=1C=CC(=C(OC2CCN(CC2)CC(=O)NC)C1)OC (2-[4-(5-cyano-2-methoxyphenoxy)piperidin-1-yl]-N-methylacetamide). Yield: 96.2%. Reaction SMILES: Cl.[CH3:2][O:3][C:4]1[CH:11]=[CH:10][C:7]([C:8]#[N:9])=[CH:6][C:5]=1[O:12][CH:13]1[CH2:18][CH2:17][NH:16][CH2:15][CH2:14]1.Cl[CH2:20][C:21]([NH:23][CH3:24])=[O:22].C(=O)([O-])[O-].[K+].[K+].O>C(#N)C>[C:8]([C:7]1[CH:10]=[CH:11][C:4]([O:3][CH3:2])=[C:5]([CH:6]=1)[O:12][CH:13]1[CH2:18][CH2:17][N:16]([CH2:20][C:21]([NH:23][CH3:24])=[O:22])[CH2:15][CH2:14]1)#[N:9] |f:0.1,3.4.5|. Reported procedure: 4-Methoxy-3-(piperidin-4-yloxy)benzonitrile hydrochloride salt (3, 28.36 g, 95.82 mmoles), 2-chloro-N-methylacetamide (12.37 g, 114.98 mmoles) and potassium carbonate (33.11 g, 239.55 mmoles) were suspended in acetonitrile (161.36 g). The reaction mixture was heated at reflux for 3 hours. The reaction mixture was cooled to 20° C. and water (386.26 g) was charged. The reaction was heated to 75° C. and the volume reduced by distillation. Upon cooling crystallisation occurred. The resulting solid w...